Dataset: the Open Reaction Database (ORD), a public repository of structured organic reaction records. Task: describe an organic reaction: reactants, conditions, products, and yield Starting materials: C1(CC1)C(CC#N)N1N=CC(=C1)C1=NC(=CC=2N1C=CN2)C=2C=NN(C2)C (3-cyclopropyl-3-(4-(7-(1-methyl-1H-pyrazol-4-yl)imidazo[1,2-c]pyrimidin-5-yl)-1H-pyrazol-1-yl)propanenitrile), IN1C(CCC1=O)=O (1-iodopyrrolidine-2,5-dione), C(Cl)Cl (DCM). Solvent: CCOC(=O)C (EtOAc). Conditions: time 15 hour. Product: C1(CC1)C(CC#N)N1N=CC(=C1)C1=NC(=CC=2N1C(=CN2)I)C=2C=NN(C2)C (3-cyclopropyl-3-(4-(3-iodo-7-(1-methyl-1H-pyrazol-4-yl)imidazo[1,2-c]pyrimidin-5-yl)-1H-pyrazol-1-yl)propanenitrile). Yield: 75.7%. Reaction SMILES: [CH:1]1([CH:4]([N:8]2[CH:12]=[C:11]([C:13]3[N:18]4[CH:19]=[CH:20][N:21]=[C:17]4[CH:16]=[C:15]([C:22]4[CH:23]=[N:24][N:25]([CH3:27])[CH:26]=4)[N:14]=3)[CH:10]=[N:9]2)[CH2:5][C:6]#[N:7])[CH2:3][CH2:2]1.[I:28]N1C(=O)CCC1=O.C(Cl)Cl>CCOC(C)=O>[CH:1]1([CH:4]([N:8]2[CH:12]=[C:11]([C:13]3[N:18]4[C:19]([I:28])=[CH:20][N:21]=[C:17]4[CH:16]=[C:15]([C:22]4[CH:23]=[N:24][N:25]([CH3:27])[CH:26]=4)[N:14]=3)[CH:10]=[N:9]2)[CH2:5][C:6]#[N:7])[CH2:3][CH2:2]1. Procedure: 3-cyclopropyl-3-(4-(7-(1-methyl-1H-pyrazol-4-yl)imidazo[1,2-c]pyrimidin-5-yl)-1H-pyrazol-1-yl)propanenitrile (Example 2; 84.6 mg, 0.236 mmol) and 1-iodopyrrolidine-2,5-dione (79.7 mg, 0.354 mmol) were suspended in DCM (2.36 mL, 0.236 mmol) and stirred at ambient temperature for 15 hours. The reaction mixture was diluted in EtOAc and washed with saturated sodium bicarbonate and brine. The organic layer was dried with MgSO4, filtered and concentrated in vacuo. Purification of the resulting crude m... The product is FC1=C(C=CC(=C1)OC)C(CNS(=O)(=O)C(C)C)(C)O (Propane-2-sulfonic Acid [2-(2-Fluoro-4-methoxy-phenyl)-2-hydroxy-propyl]-amide). Procedure details: 2-(2-Fluoro-4-methoxy-phenyl)-2-hydroxy-propylamine hydrochloride was converted to the free base by partitioning between ethyl acetate and 1 M NaOH. The amine (1.0 g, 5.02 mmol) was combined with propane-2-sulfonic acid benzotriazol-1-yl ester (1.3 g, 5.52 mmol) in DMF (25 mL) and heated at 120° C. for 2 hr. then cooled to room temperature. The reaction mixture was diluted with ethyl acetate and extracted with 1 M HCl. The organic layer was separated and washed with water and saturated NaCl, dri... Run in CN(C)C=O (DMF), C(C)(=O)OCC (ethyl acetate). RXN SMILES: Cl.[F:2][C:3]1[CH:8]=[C:7]([O:9][CH3:10])[CH:6]=[CH:5][C:4]=1[C:11]([OH:15])([CH3:14])[CH2:12][NH2:13].N1([O:25][S:26]([CH:29]([CH3:31])[CH3:30])(=O)=[O:27])C2C=CC=CC=2N=N1>CN(C=O)C.C(OCC)(=O)C>[F:2][C:3]1[CH:8]=[C:7]([O:9][CH3:10])[CH:6]=[CH:5][C:4]=1[C:11]([OH:15])([CH3:14])[CH2:12][NH:13][S:26]([CH:29]([CH3:31])[CH3:30])(=[O:27])=[O:25] |f:0.1|. The reactants are Cl.FC1=C(C=CC(=C1)OC)C(CN)(C)O (2-(2-Fluoro-4-methoxy-phenyl)-2-hydroxy-propylamine hydrochloride), amine, N1(N=NC2=C1C=CC=C2)OS(=O)(=O)C(C)C (propane-2-sulfonic acid benzotriazol-1-yl ester). Run at temperature 120 celsius.